Dataset: the Open Reaction Database (ORD), a public repository of structured organic reaction records. Task: describe an organic reaction: reactants, conditions, products, and yield Starting materials: COc1ccc2c(=O)[nH]ncc2c1C#C[Si](C)(C)C, CC#N, Cl, [Na+], [OH-]. Yields the product C#Cc1c(OC)ccc2c(=O)[nH]ncc12. As a reaction SMILES: [CH3:1][O:2][c:3]1[c:4]([C:14]#[C:15][Si:16]([CH3:17])([CH3:18])[CH3:19])[c:5]2[cH:6][n:7][nH:8][c:9](=[O:13])[c:10]2[cH:11][cH:12]1.[CH3:23][C:24]#[N:25].[ClH:22].[Na+:21].[OH-:20]>>[CH3:1][O:2][c:3]1[c:4]([C:14]#[CH:15])[c:5]2[cH:6][n:7][nH:8][c:9](=[O:13])[c:10]2[cH:11][cH:12]1. Starting materials: [C-]#N.[K+] (potassium cyanide), BrCC(=O)C1=CC=C(C=C1)Cl (α-bromo-p-chloroacetophenone), C(C)(=O)O (acetic acid). Solvent: O (water), ClCCl (dichloromethane), C(C)O (ethanol), O (water). Reaction conditions: time 5 hour. Product: ClC1=CC=C(C=C1)C(CC#N)=O (3-(4-chloro-phenyl)-3-oxo-propionitrile). Reaction SMILES: [C-:1]#[N:2].[K+].Br[CH2:5][C:6]([C:8]1[CH:13]=[CH:12][C:11]([Cl:14])=[CH:10][CH:9]=1)=[O:7].C(O)(=O)C>C(O)C.O.ClCCl>[Cl:14][C:11]1[CH:12]=[CH:13][C:8]([C:6](=[O:7])[CH2:5][C:1]#[N:2])=[CH:9][CH:10]=1 |f:0.1|. Reported procedure: A solution of 5.58 g (86 mmole) of potassium cyanide and 1 mL of water was added in one portion to a solution of 8.0 g (34.3 mmole) of α-bromo-p-chloroacetophenone in 50 mL of 95% ethanol. The mixture was stirred at room temperature for 5 hours, then diluted with water and dichloromethane and acidified with acetic acid. The organic layer was washed with brine. The aqueous layers were extracted with dichloromethane. The combined organic layers were dried over anhydrous magnesium sulfate, filtered...